This data is from the Open Reaction Database (ORD), a public repository of structured organic reaction records. The task is: describe an organic reaction: reactants, conditions, products, and yield Reactants: C([C@@]1(C)C(C)(C)[C@@H](C(=O)O)CC1)(=O)O ((1R,3S)-(+)-camphoric acid), CO (methanol). Solvent: Cl (HCl). Product: COC(=O)[C@@H]1C([C@@](CC1)(C(=O)O)C)(C)C ((1R,3S)-3-(methoxycarbonyl)-1,2,2-trimethylcyclopentanecarboxylic acid). Isolated yield 83.0%. As a reaction SMILES: [C:1]([OH:14])(=[O:13])[C@@:2]1([CH2:12][CH2:11][C@H:7]([C:8]([OH:10])=[O:9])[C:4]1([CH3:6])[CH3:5])[CH3:3].[CH3:15]O>Cl>[CH3:15][O:9][C:8]([C@H:7]1[CH2:11][CH2:12][C@@:2]([CH3:3])([C:1]([OH:14])=[O:13])[C:4]1([CH3:6])[CH3:5])=[O:10]. Procedure details: To a stirred solution of (1R,3S)-(+)-camphoric acid (5 g, 25 mmol) in 30 mL of methanol, anhydrous HCl was bubbled for 2 h at room temperature. Methanol was evaporated and the residue was mixed with 5% sodium bicarbonate solution until the effervescence ceased and then 5% sodium hydroxide was added. The diester by-product was removed by extraction with diisopropyl ether. The aqueous layer was acidified with 10% HCl and extracted with diisopropyl ether. The combined ether extracts were dried over... Starting materials: P(=O)(OC(C)(C)C)(OC(C)(C)C)OCCNCC (di-tert-butyl 2-(ethylamino)ethyl phosphate), P(=O)(OC(C)(C)C)(OC(C)(C)C)OCCNCC (di-tert-butyl 2-(ethylamino)ethyl phosphate), O=CC[C@H](CSC1=CC=CC=C1)NC1=C(C=C(C=C1)S(=O)(=O)N)S(=O)(=O)C(F)(F)F ((R)-4-(4-oxo-1-(phenylthio)butan-2-ylamino)-3-(trifluoromethylsulfonyl)benzenesulfonamide), O=CC[C@H](CSC1=CC=CC=C1)NC1=C(C=C(C=C1)S(=O)(=O)N)S(=O)(=O)C(F)(F)F ((R)-4-(4-oxo-1-(phenylthio)butan-2-ylamino)-3-(trifluoromethylsulfonyl)benzenesulfonamide), C(C)(=O)O[BH-](OC(C)=O)OC(C)=O.[Na+] (sodium triacetoxyborohydride), [OH-].[Na+] (NaOH). Run in ClCCCl (1,2-dichloroethane), ClCCCl (1,2-dichloroethane), C(Cl)Cl (DCM). Run at time 4 hour. Product: P(=O)(OC(C)(C)C)(OC(C)(C)C)OCCN(CC[C@H](CSC1=CC=CC=C1)NC1=C(C=C(C=C1)S(N)(=O)=O)S(=O)(=O)C(F)(F)F)CC ((R)-di-tert-butyl 2-(ethyl(4-(phenylthio)-3-(4-sulfamoyl-2-(trifluoromethylsulfonyl)phenylamino)butyl)amino)ethyl phosphate). Isolated yield 50.4%. As a reaction SMILES: [P:1]([O:13][CH2:14][CH2:15][NH:16][CH2:17][CH3:18])([O:8][C:9]([CH3:12])([CH3:11])[CH3:10])([O:3][C:4]([CH3:7])([CH3:6])[CH3:5])=[O:2].O=[CH:20][CH2:21][C@@H:22]([NH:31][C:32]1[CH:37]=[CH:36][C:35]([S:38]([NH2:41])(=[O:40])=[O:39])=[CH:34][C:33]=1[S:42]([C:45]([F:48])([F:47])[F:46])(=[O:44])=[O:43])[CH2:23][S:24][C:25]1[CH:30]=[CH:29][CH:28]=[CH:27][CH:26]=1.C(O[BH-](OC(=O)C)OC(=O)C)(=O)C.[Na+].[OH-].[Na+]>ClCCCl.C(Cl)Cl>[P:1]([O:13][CH2:14][CH2:15][N:16]([CH2:17][CH3:18])[CH2:20][CH2:21][C@@H:22]([NH:31][C:32]1[CH:37]=[CH:36][C:35]([S:38](=[O:39])(=[O:40])[NH2:41])=[CH:34][C:33]=1[S:42]([C:45]([F:48])([F:46])[F:47])(=[O:43])=[O:44])[CH2:23][S:24][C:25]1[CH:26]=[CH:27][CH:28]=[CH:29][CH:30]=1)([O:3][C:4]([CH3:5])([CH3:6])[CH3:7])([O:8][C:9]([CH3:10])([CH3:11])[CH3:12])=[O:2] |f:2.3,4.5|. Procedure details: A solution of di-tert-butyl 2-(ethylamino)ethyl phosphate (INTERMEDIATE 49, 455 mg, 1.62 mmol) in 1,2-dichloroethane (0.5 ml) at r.t was added to a solution (R)-4-(4-oxo-1-(phenylthio)butan-2-ylamino)-3-(trifluoromethylsulfonyl)benzenesulfonamide (INTERMEDIATE 45, 0.78 g, 1.62 mmol) and 1,2-dichloroethane (10.0 ml). The resulting reaction mixture was stirred for 15 minutes at r.t and solid sodium triacetoxyborohydride (0.514 g, 2.42 mmol) was added. The resulting mixture was stirred at r.t for 4...